This data is from the Open Reaction Database (ORD), a public repository of structured organic reaction records. The task is: describe an organic reaction: reactants, conditions, products, and yield Starting materials: COC(=O)c1cccc(CONC(=O)c2ccccc2NCc2ccncc2)c1, CO, Cl, [Na+], [OH-], O. The product is O=C(O)c1cccc(CONC(=O)c2ccccc2NCc2ccncc2)c1. Reaction SMILES: [CH3:1][O:2][C:3]([c:4]1[cH:5][c:6]([CH2:10][O:11][NH:12][C:13]([c:14]2[c:15]([NH:20][CH2:21][c:22]3[cH:23][cH:24][n:25][cH:26][cH:27]3)[cH:16][cH:17][cH:18][cH:19]2)=[O:28])[cH:7][cH:8][cH:9]1)=[O:29].[CH3:33][OH:34].[ClH:32].[Na+:31].[OH-:30].[OH2:35]>>[O:2]=[C:3]([c:4]1[cH:5][c:6]([CH2:10][O:11][NH:12][C:13]([c:14]2[c:15]([NH:20][CH2:21][c:22]3[cH:23][cH:24][n:25][cH:26][cH:27]3)[cH:16][cH:17][cH:18][cH:19]2)=[O:28])[cH:7][cH:8][cH:9]1)[OH:29]. Reactants: BrC(C(=O)Br)CC (α-bromobutyric acid bromide), [Cl-].[Al+3].[Cl-].[Cl-] (aluminum chloride), OC=1C=CC=C2C=CC(NC12)=O (8-hydroxycarbostyril). Run in C(=S)=S (carbon disulfide). Reaction conditions: temperature 50 celsius. The product is BrC(C(=O)C1=C2C=CC(NC2=C(C=C1)O)=O)CC (5-(α-bromobutyryl)-8-hydroxycarbostyril). Yield: 70.1%. As a reaction SMILES: [Br:1][CH:2]([CH2:6][CH3:7])[C:3](Br)=[O:4].[Cl-].[Al+3].[Cl-].[Cl-].[OH:12][C:13]1[CH:14]=[CH:15][CH:16]=[C:17]2[C:22]=1[NH:21][C:20](=[O:23])[CH:19]=[CH:18]2>C(=S)=S>[Br:1][CH:2]([CH2:6][CH3:7])[C:3]([C:16]1[CH:15]=[CH:14][C:13]([OH:12])=[C:22]2[C:17]=1[CH:18]=[CH:19][C:20](=[O:23])[NH:21]2)=[O:4] |f:1.2.3.4|. Procedure: 50 g of α-bromobutyric acid bromide (V), 50 g of anhydrous aluminum chloride and 400 ml of carbon disulfide were added to 20 g of 8-hydroxycarbostyril (VI). The resulting mixture was heated at a temperature of 50° C for 13 hours and the carbon disulfide layer was removed by decantation. Crushed ice was added to the residue to crystallize the product, and the crystals thus formed were filtered, washed with water and then recrystallized from methanol to obtain 27 g of 5-(α-bromobutyryl)-8-hydroxyc... Starting materials: O=C([O-])O, O=C(Cl)c1ccccc1, CCCNc1nc(SC)ncc1C#N, ClC(Cl)Cl, ClCCl, [Na+], NCCc1ccncc1. The product is CCCNc1nc(NCCc2ccncc2)ncc1C#N. Reaction SMILES: [C:15](=[O:16])([O-:17])[OH:18].[C:29]([Cl:30])(=[O:31])[c:32]1[cH:33][cH:34][cH:35][cH:36][cH:37]1.[CH2:1]([CH2:2][CH3:3])[NH:4][c:5]1[n:6][c:7]([S:13][CH3:14])[n:8][cH:9][c:10]1[C:11]#[N:12].[CH:38]([Cl:39])([Cl:40])[Cl:41].[Cl:42][CH2:43][Cl:44].[Na+:19].[n:20]1[cH:21][cH:22][c:23]([CH2:26][CH2:27][NH2:28])[cH:24][cH:25]1>>[CH2:1]([CH2:2][CH3:3])[NH:4][c:5]1[n:6][c:7]([NH:28][CH2:27][CH2:26][c:23]2[cH:22][cH:21][n:20][cH:25][cH:24]2)[n:8][cH:9][c:10]1[C:11]#[N:12]. Reactants: COc1cc2ncc(C#N)c(Nc3ccc(C=CC(=O)O)c4c3OCO4)c2cc1OC, COCCN. Reaction SMILES: [C:1](#[N:2])[c:3]1[cH:4][n:5][c:6]2[cH:7][c:8]([O:30][CH3:31])[c:9]([O:28][CH3:29])[cH:10][c:11]2[c:12]1[NH:13][c:14]1[c:15]2[c:16]([c:17]([CH:20]=[CH:21][C:22](=[O:23])[OH:24])[cH:18][cH:19]1)[O:25][CH2:26][O:27]2.[CH3:32][O:33][CH2:34][CH2:35][NH2:36]>>[C:1](#[N:2])[c:3]1[cH:4][n:5][c:6]2[cH:7][c:8]([O:30][CH3:31])[c:9]([O:28][CH3:29])[cH:10][c:11]2[c:12]1[NH:13][c:14]1[c:15]2[c:16]([c:17]([CH:20]=[CH:21][C:22](=[O:23])[NH:36][CH2:35][CH2:34][O:33][CH3:32])[cH:18][cH:19]1)[O:25][CH2:26][O:27]2. Yields the product COCCNC(=O)C=Cc1ccc(Nc2c(C#N)cnc3cc(OC)c(OC)cc23)c2c1OCO2. The reactants are N1N=NN=C1C1=CC2=C(OCC3=C(C2=O)C=CC=C3)C=C1 (2-(1H-tetrazol-5-yl)-6,11-dihydro-11-oxodibenz[b,e]oxepin), Cl (hydrochloric acid), C(C)O (ethanol), [BH4-].[Na+] (sodium borohydride). Solvent: O (water). Product: N1N=NN=C1C1=CC2=C(OCC3=C(C2O)C=CC=C3)C=C1 (2-(1H-Tetrazol-5-yl)-6,11-dihydro-11-hydroxydibenz[b,e]oxepin). RXN SMILES: [NH:1]1[C:5]([C:6]2[CH:21]=[CH:20][C:9]3[O:10][CH2:11][C:12]4[CH:19]=[CH:18][CH:17]=[CH:16][C:13]=4[C:14](=[O:15])[C:8]=3[CH:7]=2)=[N:4][N:3]=[N:2]1.C(O)C.[BH4-].[Na+].Cl>O>[NH:4]1[C:5]([C:6]2[CH:21]=[CH:20][C:9]3[O:10][CH2:11][C:12]4[CH:19]=[CH:18][CH:17]=[CH:16][C:13]=4[CH:14]([OH:15])[C:8]=3[CH:7]=2)=[N:1][N:2]=[N:3]1 |f:2.3|. Procedure: Suspend 1 gm. of 2-(1H-tetrazol-5-yl)-6,11-dihydro-11-oxodibenz[b,e]oxepin in 100 cc. of absolute ethanol and add excess sodium borohydride in portions. Dilute the resulting solution with water and acidify with aqueous conc. hydrochloric acid. Separate the solids by filtration. Crystallize from ethyl acetate to obtain the title product (m.p. 335° C.). Starting materials: [OH-].[Li+] (lithium hydroxide), O1COC2=C1C=CC(=C2)OC2=C(C(=O)O)C=CC=N2 (2-(Benzo-[1,3]-dioxol-5-yloxy)-nicotinic acid), Cl.COC([C@H](COC1=CC(=C(C=C1)CN)F)C)=O ((S)-3-(4-aminomethyl-3-fluoro-phenoxy)-2-methyl-propionic acid methyl ester hydrochloride), O.ON1N=NC2=C1C=CC=C2 (1-hydroxybenzotriazole hydrate), Cl.CN(CCCN=C=NCC)C (1-[3-(dimethylamino)propyl]-3-ethylcarbodiimide hydrochloride). Solvent: CO (methanol), C(C)(=O)OCC (ethyl acetate), CN(C=O)C (N, N-dimethylformamide), C(C)N(CC)CC (triethylamine). Yields the product O1COC2=C1C=CC(=C2)OC2=NC=CC=C2C(=O)NCC2=C(C=C(OC[C@@H](C(=O)O)C)C=C2)F ((S)-3-[4-({[2-(Benzo[1,3]dioxol-5-yloxy)-pyridine-3-carbonyl]-amino}-methyl)-3-fluoro-phenoxy]-2-methyl-propionic acid). As a reaction SMILES: [O:1]1[C:5]2[CH:6]=[CH:7][C:8]([O:10][C:11]3[N:19]=[CH:18][CH:17]=[CH:16][C:12]=3[C:13]([OH:15])=O)=[CH:9][C:4]=2[O:3][CH2:2]1.Cl.C[O:22][C:23](=[O:37])[C@@H:24]([CH3:36])[CH2:25][O:26][C:27]1[CH:32]=[CH:31][C:30]([CH2:33][NH2:34])=[C:29]([F:35])[CH:28]=1.O.ON1C2C=CC=CC=2N=N1.Cl.CN(C)CCCN=C=NCC.[OH-].[Li+]>CN(C)C=O.C(OCC)(=O)C.CO.C(N(CC)CC)C>[O:1]1[C:5]2[CH:6]=[CH:7][C:8]([O:10][C:11]3[C:12]([C:13]([NH:34][CH2:33][C:30]4[CH:31]=[CH:32][C:27]([O:26][CH2:25][C@H:24]([CH3:36])[C:23]([OH:37])=[O:22])=[CH:28][C:29]=4[F:35])=[O:15])=[CH:16][CH:17]=[CH:18][N:19]=3)=[CH:9][C:4]=2[O:3][CH2:2]1 |f:1.2,3.4,5.6,7.8|. Procedure details: 2-(Benzo-[1,3]-dioxol-5-yloxy)-nicotinic acid (0.168 g, 0.65 mmol), (S)-3-(4-aminomethyl-3-fluoro-phenoxy)-2-methyl-propionic acid methyl ester hydrochloride (0.18 g, 0.65 mmol), 1-hydroxybenzotriazole hydrate (0.097 g, 0.72 mmol), 1-[3-(dimethylamino)propyl]-3-ethylcarbodiimide hydrochloride (0.138 g, 0.72 mmol) and triethylamine were dissolved in N, N-dimethylformamide (6 mL) and stirred at room temperature over night. The reaction was diluted in ethyl acetate and washed successively with dilu... The reactants are C(CCCCCCCCCCC)N(C)C(=O)CN1C(=NC(C(=C1)CC=1C=NC(N(C1)CC(=O)OCC)=O)=O)SCC1=CC=C(C=C1)F (1-(N-(1-dodecyl)-N-methylaminocarbonylmethyl)-2-(4-fluorobenzyl)thio-5-(1-ethoxycarbonylmethyl-2-oxopyrimid-5-ylmethyl)pyrimidin-4-one), [OH-].[Na+] (sodium hydroxide). The solvent is O (water), O (water), O1CCOCC1 (1,4-dioxan). Run at time 1 hour. Yields the product C(CCCCCCCCCCC)N(C)C(=O)CN1C(=NC(C(=C1)CC=1C=NC(N(C1)CC(=O)O)=O)=O)SCC1=CC=C(C=C1)F (1-(N-(1-Dodecyl)-N-methylaminocarbonylmethyl)-2-(4-fluorobenzyl)thio-5-(1-carboxymethyl-2-oxopyrimid-5-ylmethyl)pyrimidin-4-one). As a reaction SMILES: [CH2:1]([N:13]([C:15]([CH2:17][N:18]1[CH:23]=[C:22]([CH2:24][C:25]2[CH:26]=[N:27][C:28](=[O:37])[N:29]([CH2:31][C:32]([O:34]CC)=[O:33])[CH:30]=2)[C:21](=[O:38])[N:20]=[C:19]1[S:39][CH2:40][C:41]1[CH:46]=[CH:45][C:44]([F:47])=[CH:43][CH:42]=1)=[O:16])[CH3:14])[CH2:2][CH2:3][CH2:4][CH2:5][CH2:6][CH2:7][CH2:8][CH2:9][CH2:10][CH2:11][CH3:12].[OH-].[Na+]>O1CCOCC1.O>[CH2:1]([N:13]([C:15]([CH2:17][N:18]1[CH:23]=[C:22]([CH2:24][C:25]2[CH:26]=[N:27][C:28](=[O:37])[N:29]([CH2:31][C:32]([OH:34])=[O:33])[CH:30]=2)[C:21](=[O:38])[N:20]=[C:19]1[S:39][CH2:40][C:41]1[CH:46]=[CH:45][C:44]([F:47])=[CH:43][CH:42]=1)=[O:16])[CH3:14])[CH2:2][CH2:3][CH2:4][CH2:5][CH2:6][CH2:7][CH2:8][CH2:9][CH2:10][CH2:11][CH3:12] |f:1.2|. Procedure details: To a stirring solution of 1-(N-(1-dodecyl)-N-methylaminocarbonylmethyl)-2-(4-fluorobenzyl)thio-5-(1-ethoxycarbonylmethyl-2-oxopyrimid-5-ylmethyl)pyrimidin-4-one in 1,4-dioxan (8 ml) was added 0.5M sodium hydroxide (1.56 ml). After 1 h, water (3 ml) was added. After a further hour, the mixture was diluted with water, extracted with ethyl acetate and acidified to pH 3 with aq. sodium bisulphate. The solid which precipitated was filtered, washed with water and ether, heated briefly with acetone and...